describe an organic reaction: reactants, conditions, products, and yield From a dataset of the Open Reaction Database (ORD), a public repository of structured organic reaction records. Reactants: CCC(C)C(=O)O, Cc1cccc(O)c1, [Cl-]. The product is CCC(C)C(=O)c1ccc(O)cc1C. RXN SMILES: [CH3:10][CH:11]([C:12](=[O:13])[OH:14])[CH2:15][CH3:16].[CH3:1][c:2]1[cH:3][cH:4][cH:5][c:6]([OH:7])[cH:8]1.[Cl-:9]>>[CH3:1][c:2]1[c:3]([C:12]([CH:11]([CH3:10])[CH2:15][CH3:16])=[O:13])[cH:4][cH:5][c:6]([OH:7])[cH:8]1. Starting materials: [BH4-], Cl[Bi](Cl)Cl, CCOC(=O)C=Cc1ccc(-c2ccccc2F)nc1, CCO, ClCCl, Cl, [Na+]. Yields the product CCOC(=O)CCc1ccc(-c2ccccc2F)nc1. Reaction SMILES: [BH4-:25].[Bi:21]([Cl:22])([Cl:23])[Cl:24].[CH2:1]([CH3:2])[O:3][C:4]([CH:5]=[CH:6][c:7]1[cH:8][n:9][c:10](-[c:13]2[c:14]([F:19])[cH:15][cH:16][cH:17][cH:18]2)[cH:11][cH:12]1)=[O:20].[CH3:28][CH2:29][OH:30].[Cl:31][CH2:32][Cl:33].[ClH:27].[Na+:26]>>[CH2:1]([CH3:2])[O:3][C:4]([CH2:5][CH2:6][c:7]1[cH:8][n:9][c:10](-[c:13]2[c:14]([F:19])[cH:15][cH:16][cH:17][cH:18]2)[cH:11][cH:12]1)=[O:20]. The reactants are CC(=O)N(C(=O)OC(C)(C)C)C1CCCc2nccnc21, CO, CCOC(C)=O, NN, O. Yields the product CC(C)(C)OC(=O)NC1CCCc2nccnc21. RXN SMILES: [C:1](=[O:2])([CH3:3])[N:4]([C:5]([O:6][C:7]([CH3:8])([CH3:9])[CH3:10])=[O:11])[CH:12]1[c:13]2[n:14][cH:15][cH:16][n:17][c:18]2[CH2:19][CH2:20][CH2:21]1.[CH3:25][OH:26].[CH3:27][CH2:28][O:29][C:30]([CH3:31])=[O:32].[NH2:23][NH2:24].[OH2:22]>>[NH:4]([C:5]([O:6][C:7]([CH3:8])([CH3:9])[CH3:10])=[O:11])[CH:12]1[c:13]2[n:14][cH:15][cH:16][n:17][c:18]2[CH2:19][CH2:20][CH2:21]1.